Dataset: the Open Reaction Database (ORD), a public repository of structured organic reaction records. Task: describe an organic reaction: reactants, conditions, products, and yield Reactants: COC=1C(=C2C(NC=NC2=CC1OC)=O)[N+](=O)[O-] (6,7-Dimethoxy-5-nitro-3H-quinazolin-4-one), NC1=CC=CC=C1 (aniline). The reagents and catalysts are CN(C)C=O (DMF). The solvent is O=S(Cl)Cl (SOCl2). Reaction conditions: temperature 90 celsius, time 3 hour. Product: COC=1C(=C2C(=NC=NC2=CC1OC)NC1=CC=CC=C1)[N+](=O)[O-] ((6,7-dimethoxy-5-nitro-quinazolin-4-yl)-phenyl-amine). As a reaction SMILES: [CH3:1][O:2][C:3]1[C:4]([N+:16]([O-:18])=[O:17])=[C:5]2[C:10](=[CH:11][C:12]=1[O:13][CH3:14])[N:9]=[CH:8][NH:7][C:6]2=O.[NH2:19][C:20]1[CH:25]=[CH:24][CH:23]=[CH:22][CH:21]=1>O=S(Cl)Cl.CN(C=O)C>[CH3:1][O:2][C:3]1[C:4]([N+:16]([O-:18])=[O:17])=[C:5]2[C:10](=[CH:11][C:12]=1[O:13][CH3:14])[N:9]=[CH:8][N:7]=[C:6]2[NH:19][C:20]1[CH:25]=[CH:24][CH:23]=[CH:22][CH:21]=1. Procedure: To a solution of 6,7-dimethoxy-5-nitro-3H-quinazolin-4-one (1.0 g, 3.98 mmol) (from Example 1, Step A, supra) in SOCl2 (20 mL) (Aldrich) were added a few drops of DMF. The reaction mixture was then heated with stirring at 90° C. for 3 hours. The solvents were evaporated and the residue was dried in vacuo. The residue was dissolved in 2-propanol (30 mL), then aniline (0.36 mL, 3.98 mmol) (Aldrich) was added. The reaction mixture was heated at 110° C. for 3 hours. The reaction mixture was concentr... Procedure details: 1-{[(R)-5-(4-Cyano-benzyl)-7-(3,5-dichloro-phenyl)-5-methyl-6-oxo-6,7-dihydro-5H-imidazo[1,2-a]imidazole-3-carbonyl]-amino}-cyclopropanecarboxylic acid tert-butyl ester (3.8 g, 6.55 mmol) was dissolved in CH2Cl2 (100 mL), and. TFA (20 mL) was then added dropwise to the solution. The mixture was stirred overnight. After evaporation of the solvent in vacuo, the residue was purified by flash chromatography on silica gel (5% MeOH/CH2Cl2) to give 1-{[(R)-5-(4-cyano-benzyl)-7-(3,5-dichloro-phenyl)-5-m... Reaction conditions: time 8 hour. Yields the product C(#N)C1=CC=C(C[C@@]2(C(N(C=3N2C(=CN3)C(=O)NC3(CC3)C(=O)O)C3=CC(=CC(=C3)Cl)Cl)=O)C)C=C1 (1-{[(R)-5-(4-cyano-benzyl)-7-(3,5-dichloro-phenyl)-5-methyl-6-oxo-6,7-dihydro-5H-imidazo[1,2-α]imidazole-3-carbonyl]-amino}-cyclopropane-carboxylic acid). The yield is 98.9%. The solvent is C(Cl)Cl (CH2Cl2). Starting materials: C(C)(C)(C)OC(=O)C1(CC1)NC(=O)C1=CN=C2N1[C@](C(N2C2=CC(=CC(=C2)Cl)Cl)=O)(C)CC2=CC=C(C=C2)C#N (1-{[(R)-5-(4-Cyano-benzyl)-7-(3,5-dichloro-phenyl)-5-methyl-6-oxo-6,7-dihydro-5H-imidazo[1,2-a]imidazole-3-carbonyl]-amino}-cyclopropanecarboxylic acid tert-butyl ester), C(=O)(C(F)(F)F)O (TFA). As a reaction SMILES: C([O:5][C:6]([C:8]1([NH:11][C:12]([C:14]2[N:18]3[C@@:19]([CH2:32][C:33]4[CH:38]=[CH:37][C:36]([C:39]#[N:40])=[CH:35][CH:34]=4)([CH3:31])[C:20](=[O:30])[N:21]([C:22]4[CH:27]=[C:26]([Cl:28])[CH:25]=[C:24]([Cl:29])[CH:23]=4)[C:17]3=[N:16][CH:15]=2)=[O:13])[CH2:10][CH2:9]1)=[O:7])(C)(C)C.C(O)(C(F)(F)F)=O>C(Cl)Cl>[C:39]([C:36]1[CH:37]=[CH:38][C:33]([CH2:32][C@@:19]2([CH3:31])[N:18]3[C:14]([C:12]([NH:11][C:8]4([C:6]([OH:7])=[O:5])[CH2:9][CH2:10]4)=[O:13])=[CH:15][N:16]=[C:17]3[N:21]([C:22]3[CH:27]=[C:26]([Cl:28])[CH:25]=[C:24]([Cl:29])[CH:23]=3)[C:20]2=[O:30])=[CH:34][CH:35]=1)#[N:40]. Reactants: [F-].[Cs+] (Cesium fluoride), C([O-])([O-])=O.[Cs+].[Cs+] (cesium carbonate), C(C)(C)[Si](C(C)C)(C(C)C)SC1=CC=C(C=C1)CO ((4-triisopropylsilanylsulfanyl-phenyl)-methanol), C(#N)CNC(=O)[C@H]1[C@@H](CCCC1)CBr (trans-2-bromomethyl-cyclohexanecarboxylic acid cyanomethyl amide). Run in CN(C=O)C (dimethylformamide), ClCCl (dichloromethane). Conditions: temperature 50 celsius, time 8 hour. Product: C(#N)CNC(=O)[C@H]1[C@@H](CCCC1)CSC1=CC=C(C=C1)CO (trans-N-cyanomethyl-2-(4-hydroxymethyl-phenylsulfanylmethyl)-cyclohexanecarboxamide). RXN SMILES: [F-].[Cs+].C(=O)([O-])[O-].[Cs+].[Cs+].C([Si]([S:19][C:20]1[CH:25]=[CH:24][C:23]([CH2:26][OH:27])=[CH:22][CH:21]=1)(C(C)C)C(C)C)(C)C.[C:28]([CH2:30][NH:31][C:32]([C@@H:34]1[CH2:39][CH2:38][CH2:37][CH2:36][C@H:35]1[CH2:40]Br)=[O:33])#[N:29]>CN(C)C=O.ClCCl>[C:28]([CH2:30][NH:31][C:32]([C@@H:34]1[CH2:39][CH2:38][CH2:37][CH2:36][C@H:35]1[CH2:40][S:19][C:20]1[CH:21]=[CH:22][C:23]([CH2:26][OH:27])=[CH:24][CH:25]=1)=[O:33])#[N:29] |f:0.1,2.3.4|. Reported procedure: Cesium fluoride (0.829 g, 5.46 mmol) and cesium carbonate (0.456 g, 1.4 mmol) were added to a stirred solution of (4-triisopropylsilanylsulfanyl-phenyl)-methanol (0.808 g, 2.73 mmol) and trans-2-bromomethyl-cyclohexanecarboxylic acid cyanomethyl amide (0.906 g, 3.50 mmol) in dry dimethylformamide (910 mL). The reaction mixture was stirred at 50° C. overnight. The reaction mixture was diluted with dichloromethane and washed with 1N HCl, then with saturated aqueous sodium bicarbonate. The organic ... The reactants are CCO (EtOH), C1CCOC1 (THF), CO\N=C(/COC1=CC=C(COC2=CC=C(OCC(=O)OCC)C=C2)C=C1)\C1=CC=CC=C1 (ethyl {4-[(4-{[(2Z)-2-(methoxyimino)-2-phenylethyl]oxy}benzyl)oxy]phenoxy}acetate), [OH-].[Na+] (NaOH). The solvent is O (water). Run at time 5 hour. The product is CO\N=C(/COC1=CC=C(COC2=CC=C(OCC(=O)O)C=C2)C=C1)\C1=CC=CC=C1 ({4-[(4-{[(2Z)-2-(methoxyimino)-2-phenylethyl]oxy}benzyl)oxy]phenoxy}acetic acid). Yield: 49.5%. RXN SMILES: CCO.C1COCC1.[CH3:9][O:10]/[N:11]=[C:12](/[C:36]1[CH:41]=[CH:40][CH:39]=[CH:38][CH:37]=1)\[CH2:13][O:14][C:15]1[CH:35]=[CH:34][C:18]([CH2:19][O:20][C:21]2[CH:33]=[CH:32][C:24]([O:25][CH2:26][C:27]([O:29]CC)=[O:28])=[CH:23][CH:22]=2)=[CH:17][CH:16]=1.[OH-].[Na+]>O>[CH3:9][O:10]/[N:11]=[C:12](/[C:36]1[CH:41]=[CH:40][CH:39]=[CH:38][CH:37]=1)\[CH2:13][O:14][C:15]1[CH:35]=[CH:34][C:18]([CH2:19][O:20][C:21]2[CH:33]=[CH:32][C:24]([O:25][CH2:26][C:27]([OH:29])=[O:28])=[CH:23][CH:22]=2)=[CH:17][CH:16]=1 |f:3.4|. Reported procedure: To a 25 mL RB flask fitted with magnetic stirrer was charged 3 mL of ethanol and 3 mL of THF. To the stirred solvent was added ethyl {4-[(4-{[(2Z)-2-(methoxyimino)-2-phenylethyl]oxy}benzyl)oxy]phenoxy}acetate (0.13 g, 1.289 mmol) and NaOH was added followed by water (1 mL) at 0° C. Then it was stirred at RT for 5 h. After completion of the reaction (reaction monitored by TLC), reaction mixture was evaporated completely and the crude was washed with ether, and diluted with water and then neutrali... Starting materials: resultant mixture, O (water), ClC1=C(C=C(C(=C1)F)[N+](=O)[O-])O (2-chloro-4-fluoro-5-nitrophenol), C([O-])([O-])=O.[K+].[K+] (potassium carbonate), C(C)(C)I (isopropyl iodide). Solvent: C(C)#N (acetonitrile). Yields the product ClC1=CC(=C(C=C1OC(C)C)[N+](=O)[O-])F (4-chloro-2-fluoro-5-isopropoxynitrobenzene). The yield is 57.9%. As a reaction SMILES: [Cl:1][C:2]1[CH:7]=[C:6]([F:8])[C:5]([N+:9]([O-:11])=[O:10])=[CH:4][C:3]=1[OH:12].C(=O)([O-])[O-].[K+].[K+].[CH:19](I)([CH3:21])[CH3:20].O>C(#N)C>[Cl:1][C:2]1[C:3]([O:12][CH:19]([CH3:21])[CH3:20])=[CH:4][C:5]([N+:9]([O-:11])=[O:10])=[C:6]([F:8])[CH:7]=1 |f:1.2.3|. Reported procedure: To a solution of 2-chloro-4-fluoro-5-nitrophenol (19.1 g) in acetonitrile (100 ml), there was added anhydrous potassium carbonate (8 g). After stirring at room temperature for several minutes, isopropyl iodide (25 g) was added thereto, and the resultant mixture was heated under reflux for 3 hours. After being allowed to cool to room temperature, water was added thereto, and the reaction mixture was extracted with ether. The ether extract was washed with a 5% aqueous sodium hydroxide solution and... Reactants: C(C)(C)C1=CC=C(C=C1)C1C(OC2=C1C(=C(C(=C2C)C)O)C)(C)C (3-(4-isopropylphenyl)-2,2,4,6,7-pentamethyl-2,3-dihydrobenzofuran-5-ol), C1(=CC=CC=C1)CCO (2-phenylethanol), C1(=CC=CC=C1)P(C1=CC=CC=C1)C1=CC=CC=C1 (triphenylphosphine), N(=NC(=O)OCC)C(=O)OCC (diethyl azodicarboxylate). Run in O1CCCC1 (tetrahydrofuran). Yields the product C(C)(C)C1=CC=C(C=C1)C1C(OC2=C1C(=C(C(=C2C)C)OCCC2=CC=CC=C2)C)(C)C (3-(4-Isopropylphenyl)-2,2,4,6,7-pentamethyl-5-(2-phenylethyl)oxy-2,3-dihydrobenzofuran). Isolated yield 11.4%. RXN SMILES: [CH:1]([C:4]1[CH:9]=[CH:8][C:7]([CH:10]2[C:14]3[C:15]([CH3:22])=[C:16]([OH:21])[C:17]([CH3:20])=[C:18]([CH3:19])[C:13]=3[O:12][C:11]2([CH3:24])[CH3:23])=[CH:6][CH:5]=1)([CH3:3])[CH3:2].[C:25]1([CH2:31][CH2:32]O)[CH:30]=[CH:29][CH:28]=[CH:27][CH:26]=1.C1(P(C2C=CC=CC=2)C2C=CC=CC=2)C=CC=CC=1.N(C(OCC)=O)=NC(OCC)=O>O1CCCC1>[CH:1]([C:4]1[CH:9]=[CH:8][C:7]([CH:10]2[C:14]3[C:15]([CH3:22])=[C:16]([O:21][CH2:32][CH2:31][C:25]4[CH:30]=[CH:29][CH:28]=[CH:27][CH:26]=4)[C:17]([CH3:20])=[C:18]([CH3:19])[C:13]=3[O:12][C:11]2([CH3:24])[CH3:23])=[CH:6][CH:5]=1)([CH3:3])[CH3:2]. Procedure: A solution of 3-(4-isopropylphenyl)-2,2,4,6,7-pentamethyl-2,3-dihydrobenzofuran-5-ol (1.0 g, 3.08 mmol), 2-phenylethanol (414 mg, 3.39 mmol), triphenylphosphine (890 mg, 3.39 mmol) and diethyl azodicarboxylate (590 mg, 3.39 mmol) in tetrahydrofuran (20 mL) was stirred for 30 minutes at room temperature. The reaction mixture was concentrated under reduced pressure, and the residue was subjected to silica gel column chromatography (hexane/ethyl acetate=100/1) to obtain the title compound (150 mg, ... Reactants: CSC1=NC(=O)CS1, C1CNCCNC1. Product: O=C1CSC(N2CCCNCC2)=N1. RXN SMILES: [CH3:1][S:2][C:3]1=[N:7][C:6](=[O:8])[CH2:5][S:4]1.[NH:9]1[CH2:10][CH2:11][NH:12][CH2:13][CH2:14][CH2:15]1>>[C:3]1([N:9]2[CH2:10][CH2:11][NH:12][CH2:13][CH2:14][CH2:15]2)=[N:7][C:6](=[O:8])[CH2:5][S:4]1.